From a dataset of the Open Reaction Database (ORD), a public repository of structured organic reaction records. describe an organic reaction: reactants, conditions, products, and yield Reactants: [Br-], CCCCCC[P+](c1ccccc1)(c1ccccc1)c1ccccc1, CC1(C2(C=O)CC2)OCCO1. Yields the product CCCCCC=CC1(C2(C)OCCO2)CC1. RXN SMILES: [Br-:1].[CH2:2]([CH2:3][CH2:4][CH2:5][CH2:6][CH3:7])[P+:8]([c:9]1[cH:10][cH:11][cH:12][cH:13][cH:14]1)([c:15]1[cH:16][cH:17][cH:18][cH:19][cH:20]1)[c:21]1[cH:22][cH:23][cH:24][cH:25][cH:26]1.[CH3:27][C:28]1([C:33]2([CH:36]=[O:37])[CH2:34][CH2:35]2)[O:29][CH2:30][CH2:31][O:32]1>>[CH:2]([CH2:3][CH2:4][CH2:5][CH2:6][CH3:7])=[CH:36][C:33]1([C:28]2([CH3:27])[O:29][CH2:30][CH2:31][O:32]2)[CH2:34][CH2:35]1. Reactants: potassium fluoride-Celite, Cl.N1CCC(CC1)NC(=O)C1=NN(C2=CC=CC=C12)CCC (N-(4-piperidyl)-1-n-propylindazole-3-carboxamide hydrochloride), BrCCCC (1-bromobutane). Solvent: C(C)#N (acetonitrile). The product is C(CCC)N1CCC(CC1)NC(=O)C1=NN(C2=CC=CC=C12)CCC (N-(1-n-Butyl-4-piperidyl)-1-n-propylindazole-3-carboxamide). Yield: 69.0%. RXN SMILES: Cl.[NH:2]1[CH2:7][CH2:6][CH:5]([NH:8][C:9]([C:11]2[C:19]3[C:14](=[CH:15][CH:16]=[CH:17][CH:18]=3)[N:13]([CH2:20][CH2:21][CH3:22])[N:12]=2)=[O:10])[CH2:4][CH2:3]1.Br[CH2:24][CH2:25][CH2:26][CH3:27]>C(#N)C>[CH2:24]([N:2]1[CH2:7][CH2:6][CH:5]([NH:8][C:9]([C:11]2[C:19]3[C:14](=[CH:15][CH:16]=[CH:17][CH:18]=3)[N:13]([CH2:20][CH2:21][CH3:22])[N:12]=2)=[O:10])[CH2:4][CH2:3]1)[CH2:25][CH2:26][CH3:27] |f:0.1|. Reported procedure: To a suspension of N-(4-piperidyl)-1-n-propylindazole-3-carboxamide hydrochloride (0.52 g) obtained in Example 20 in acetonitrile were successively added 50% potassium fluoride-Celite (1.10 g) and 1-bromobutane (0.22 ml), and the mixture was heated under reflux for 11 hours. The reaction solution was filtered off, distilled off under reduced pressure, and to the residue was added chloroform and saturated aqueous sodium hydrogencarbonate. After extraction with chloroform, the chloroform layer was... Reaction conditions: time 10 minute. The solvent is C1CCOC1 (THF). Reported procedure: 2-Butyl-3,8-dioxo-2,3,5,6,7,8-hexahydroisoquinoline-4-carbonitrile (7-011) (10 mg, 0.04 mmol) was dissolved in THF (1 mL), and to the reaction mixture was added sodium borohydride (2.1 mg, 0.056 mmol), and the reaction mixture was stirred at room temperature for 10 min. To the reaction mixture was added diluted hydrochloric acid (1 mol/L, 3 mL), and the reaction mixture was extracted with ethyl acetate (10 mL), washed with brine (5 mL), dried over anhydrous magnesium sulfate, and evaporated unde... Product: C(CCC)N1C=C2C(CCCC2=C(C1=O)C#N)O (2-butyl-8-hydroxy-3-oxo-2,3,5,6,7,8-hexahydroisoquinoline-4-carbonitrile). Starting materials: [BH4-].[Na+] (sodium borohydride), C(CCC)N1C=C2C(CCCC2=C(C1=O)C#N)=O (2-butyl-3,8-dioxo-2,3,5,6,7,8-hexahydroisoquinoline-4-carbonitrile), Cl (hydrochloric acid). RXN SMILES: [CH2:1]([N:5]1[C:14](=[O:15])[C:13]([C:16]#[N:17])=[C:12]2[C:7]([C:8](=[O:18])[CH2:9][CH2:10][CH2:11]2)=[CH:6]1)[CH2:2][CH2:3][CH3:4].[BH4-].[Na+].Cl>C1COCC1>[CH2:1]([N:5]1[C:14](=[O:15])[C:13]([C:16]#[N:17])=[C:12]2[C:7]([CH:8]([OH:18])[CH2:9][CH2:10][CH2:11]2)=[CH:6]1)[CH2:2][CH2:3][CH3:4] |f:1.2|. The yield is 75.1%. Starting materials: FC=1C(=C(C(=O)OC)C=C(C1F)SCC1=CC=C(C=C1)OC)NC1=C(C=CC=C1)F (Methyl 3,4-difluoro-2-((2-fluorophenyl)amino)-5-((4-methoxy benzyl)thio)benzoate), [N-]=[N+]=[N-] (azide), aliphatic and aromatic hydrocarbon, aliphatic and aromatic halo-hydrocarbon, CCOCC (ether), ketone, ester, nitrile, amide, S1(=O)(=O)CCCC1 (sulfolane). The solvent is CN(C(C)=O)C (N,N-dimethylacetamide), CN(C=O)C (N,N-dimethylformamide), CN1CCCN(C1=O)C (DMPU), CN(C)P(=O)(N(C)C)N(C)C (HMPA), CS(=O)C (DMSO). Product: N(=[N+]=[N-])C1=C(C(=C(C(=O)OC)C=C1SCC1=CC=C(C=C1)OC)NC1=C(C=CC=C1)F)F (Methyl 4-azido-3-fluoro-2-((2-fluorophenyl)amino)-5-((4-methoxybenzyl)thio)benzoate). Reaction SMILES: [F:1][C:2]1[C:3]([NH:23][C:24]2[CH:29]=[CH:28][CH:27]=[CH:26][C:25]=2[F:30])=[C:4]([CH:9]=[C:10]([S:13][CH2:14][C:15]2[CH:20]=[CH:19][C:18]([O:21][CH3:22])=[CH:17][CH:16]=2)[C:11]=1F)[C:5]([O:7][CH3:8])=[O:6].[N-:31]=[N+:32]=[N-:33].CCOCC.S1(CCCC1)(=O)=O>CN(C)C(=O)C.CN(C)C=O.CN1C(=O)N(C)CCC1.CN(P(N(C)C)(N(C)C)=O)C.CS(C)=O>[N:31]([C:11]1[C:10]([S:13][CH2:14][C:15]2[CH:20]=[CH:19][C:18]([O:21][CH3:22])=[CH:17][CH:16]=2)=[CH:9][C:4]([C:5]([O:7][CH3:8])=[O:6])=[C:3]([NH:23][C:24]2[CH:29]=[CH:28][CH:27]=[CH:26][C:25]=2[F:30])[C:2]=1[F:1])=[N+:32]=[N-:33]. Reported procedure: Methyl 3,4-difluoro-2-((2-fluorophenyl)amino)-5-((4-methoxy benzyl)thio)benzoate can be reacted with azide (such as NaN3, KN3) at high temperature (60-120° C., prefer 80-100° C.) in appropriate solvent (include aliphatic and aromatic hydrocarbon (such as pentane, hexane, heptane, cyclohexane, petroleum ether, petrol, gasoline, benzene, toluene, xylene), aliphatic and aromatic halo-hydrocarbon (such as dichloromethane, 1,2-dichloroethane, chloroform, phenixin, chlorobenzene, o-dichlorobenzene), e... Starting materials: C[Si](C)(C)C=[N+]=[N-] (TMSCH2N2), NC=1C=CC(=NC1)C(=O)O (5-Amino-pyridine-2-carboxylic acid), CCOCC (Et2O). Product: NC=1C=CC(=NC1)C(=O)OC (methyl 5-aminopicolinate). Reaction conditions: temperature 0 celsius, time 6 hour. Procedure: 5-Amino-pyridine-2-carboxylic acid 1 (5.4 mmol) is dissolved in benzene:MeOH 3:1 (40 mL) and cooled in an ice-bath to 0° C. To the solution is slowly added 2M TMSCH2N2 in Et2O solution (6.5 mmol). After the addition is complete, the reaction mixture is warmed to it and stirred for 6 h. After removing the solvent in vacuum, methyl 5-aminopicolinate 2 is obtained and used in the next step without further purification. MS (m/z) (M+1)+: 153.1. The solvent is C1=CC=CC=C1.CO (benzene MeOH). Reaction SMILES: [NH2:1][C:2]1[CH:3]=[CH:4][C:5]([C:8]([OH:10])=[O:9])=[N:6][CH:7]=1.[CH3:11][Si](C=[N+]=[N-])(C)C.CCOCC>C1C=CC=CC=1.CO>[NH2:1][C:2]1[CH:3]=[CH:4][C:5]([C:8]([O:10][CH3:11])=[O:9])=[N:6][CH:7]=1 |f:3.4|.